This data is from the Open Reaction Database (ORD), a public repository of structured organic reaction records. The task is: describe an organic reaction: reactants, conditions, products, and yield The reactants are CN1CCC(CC1)OCC1=CC(=CC=C1)[N+](=O)[O-] (1-methyl-4-(3-nitro-benzyloxy)-piperidine), C(C)(=O)O (acetic acid). The reagents and catalysts are [Fe] (iron). Run at temperature 120 celsius. The product is CC(C=1C=C(C=CC1)N)OC1CCNCC1 (3-(1-Methyl-piperidin-4-yloxymethyl)-phenylamine). As a reaction SMILES: C[N:2]1[CH2:7][CH2:6][CH:5]([O:8][CH2:9][C:10]2[CH:15]=[CH:14][CH:13]=[C:12]([N+:16]([O-])=O)[CH:11]=2)[CH2:4][CH2:3]1.[C:19](O)(=O)C>[Fe]>[CH3:19][CH:9]([O:8][CH:5]1[CH2:4][CH2:3][NH:2][CH2:7][CH2:6]1)[C:10]1[CH:11]=[C:12]([NH2:16])[CH:13]=[CH:14][CH:15]=1. Procedure details: A 500 mL 4-necked flask with mechanical stirrer, N2 inlet and reflux condenser is charged with 9.3 g (37.2 mmol) 1-methyl-4-(3-nitro-benzyloxy)-piperidine and 150 mL of acetic acid. Under efficient stirring 13.14 g (223 mmol) of iron powder is added and the mixture heated in an oil bath. At around 90 to 100° C. an exothermic reaction starts. The heating is interrupted for about 15 min until the exothermic reaction ceases and then the mixture is re-immersed into the oil bath and heated for 1 h at... The reactants are BrC=1C(=NNC1C1=CC=CC=C1)N (4-Bromo-5-phenyl-1H-pyrazol-3-ylamine), CN(C)C=O (DMF), C(=O)([O-])[O-].[K+].[K+] (K2CO3), ClCC(=O)N1CCN(CC1)C1=CC=C(C=C1)F (2-Chloro-1-[4-(4-fluoro-phenyl)-piperazin-1-yl]-ethanone). Run in CCCCCC.C(C)(=O)OCC (hexane ethyl acetate). The product is NC1=NN(C(=C1Br)C1=CC=CC=C1)CC(=O)N1CCN(CC1)C1=CC=C(C=C1)F (2-(3-Amino-4-bromo-5-phenyl-pyrazol-1-yl)-1-[4-(4-fluoro-phenyl)-piperazin-1-yl]-ethanone). As a reaction SMILES: [Br:1][C:2]1[C:3]([NH2:13])=[N:4][NH:5][C:6]=1[C:7]1[CH:12]=[CH:11][CH:10]=[CH:9][CH:8]=1.C([O-])([O-])=O.[K+].[K+].Cl[CH2:21][C:22]([N:24]1[CH2:29][CH2:28][N:27]([C:30]2[CH:35]=[CH:34][C:33]([F:36])=[CH:32][CH:31]=2)[CH2:26][CH2:25]1)=[O:23].CN(C=O)C>CCCCCC.C(OCC)(=O)C>[NH2:13][C:3]1[C:2]([Br:1])=[C:6]([C:7]2[CH:12]=[CH:11][CH:10]=[CH:9][CH:8]=2)[N:5]([CH2:21][C:22]([N:24]2[CH2:25][CH2:26][N:27]([C:30]3[CH:35]=[CH:34][C:33]([F:36])=[CH:32][CH:31]=3)[CH2:28][CH2:29]2)=[O:23])[N:4]=1 |f:1.2.3,6.7|. Reported procedure: Protocol T was followed using 4-Bromo-5-phenyl-1H-pyrazol-3-ylamine, K2CO3, 2-Chloro-1-[4-(4-fluoro-phenyl)-piperazin-1-yl]-ethanone and DMF. Column chromatography using a solvent mixture (hexane/ethyl acetate=3/7) afforded the title compound as yellow solid. 1H NMR (400 MHz, CDCl3): 7.74-7.78 (m, 2H), 7.24-7.36 (m, 3H), 6.86-6.92 (m, 2H), 6.74-6.78 (m, 2H), 4.9 (s, 2H), 4.22 (s, 2H), 3.64-3.74 (m, 4H), 2.86-3.04 (m, 4H). 13C NMR (400 MHz, CDCl3): 164, 146.2, 144.8, 128, 126.8, 118, 114.8, 60, 5... The reactants are COC1=CC=C(C=C1C(=O)O)C(=O)N (6-methoxyisophthalamic acid), CC=1C=C(N)C=CC1C (3,4-dimethylaniline). Product: CC=1C=C(C=CC1C)NC(C=1C=C(C(=O)N)C=CC1OC)=O (3-N-(3,4-dimethylphenyl)-4-methoxyisophthalamide). Reaction SMILES: [CH3:1][O:2][C:3]1[C:8]([C:9]([OH:11])=O)=[CH:7][C:6]([C:12]([NH2:14])=[O:13])=[CH:5][CH:4]=1.[CH3:15][C:16]1[CH:17]=[C:18]([CH:20]=[CH:21][C:22]=1[CH3:23])[NH2:19]>>[CH3:15][C:16]1[CH:17]=[C:18]([NH:19][C:9](=[O:11])[C:8]2[CH:7]=[C:6]([CH:5]=[CH:4][C:3]=2[O:2][CH3:1])[C:12]([NH2:14])=[O:13])[CH:20]=[CH:21][C:22]=1[CH3:23]. Procedure details: The captioned compound was synthesized from 6-methoxyisophthalamic acid and 3,4-dimethylaniline by the same procedure as in the manufacturing method described in step C of Example 1-3-1. Starting materials: CC=1C(=CC=2C(CCC(C2C1)(C)C)(C)C)/C(=C/C1=CC=C(C(=O)OCC)C=C1)/[Si](C)(C)C (ethyl(Z)-4-[2-(3,5,5,8,8-pentamethyl-5,6,7,8-tetrahydronaphthalen-2-yl)-2-(trimethylsilyl)vinyl]benzoate), CC=1C(=CC=2C(CCC(C2C1)(C)C)(C)C)/C(=C/C1=CC=C(C(=O)OCC)C=C1)/[Si](C)(C)C (ethyl(Z)-4-[2-(3,5,5,8,8-pentamethyl-5,6,7,8-tetrahydronaphthalen-2-yl)-2-(trimethylsilyl)vinyl]benzoate), C(C)O (ethyl alcohol), [OH-].[K+] (KOH). Solvent: O (water). Conditions: temperature 50 celsius. Product: CC=1C(=CC=2C(CCC(C2C1)(C)C)(C)C)/C(=C/C1=CC=C(C(=O)O)C=C1)/[Si](C)(C)C ((Z)-4-[2-(3,5,5,8,8-Pentamethyl-5,6,7,8-tetrahydronaphthalen-2-yl)-2-(trimethylsilyl)vinyl]benzoic Acid). RXN SMILES: [CH3:1][C:2]1[C:3](/[C:16](/[Si:29]([CH3:32])([CH3:31])[CH3:30])=[CH:17]/[C:18]2[CH:28]=[CH:27][C:21]([C:22]([O:24]CC)=[O:23])=[CH:20][CH:19]=2)=[CH:4][C:5]2[C:6]([CH3:15])([CH3:14])[CH2:7][CH2:8][C:9]([CH3:13])([CH3:12])[C:10]=2[CH:11]=1.C(O)C.[OH-].[K+]>O>[CH3:1][C:2]1[C:3](/[C:16](/[Si:29]([CH3:30])([CH3:32])[CH3:31])=[CH:17]/[C:18]2[CH:28]=[CH:27][C:21]([C:22]([OH:24])=[O:23])=[CH:20][CH:19]=2)=[CH:4][C:5]2[C:6]([CH3:15])([CH3:14])[CH2:7][CH2:8][C:9]([CH3:12])([CH3:13])[C:10]=2[CH:11]=1 |f:2.3|. Procedure details: To a solution of ethyl(Z)-4-[2-(3,5,5,8,8-pentamethyl-5,6,7,8-tetrahydronaphthalen-2-yl)-2-(trimethylsilyl)vinyl]benzoate (Compound 4, 0.034 g, 0.076 mmol) and 2 mL of ethyl alcohol was added aqueous 1 N KOH (0.5 mL). The resulting solution was heated in an 50° C. bath until the hydrolysis reaction was completed, as judged by thin layer chromatography. The solution was cooled to room temperature, diluted with water and washed once with 1:1 ether:hexane solution, and the layers were separated. Th... Reactants: BrCCc1c[nH]c2ccccc12, C1COCCN1, C1COCCO1. Yields the product c1ccc2c(CCN3CCOCC3)c[nH]c2c1. Reaction SMILES: [Br:7][CH2:8][CH2:9][c:10]1[cH:11][nH:12][c:13]2[cH:14][cH:15][cH:16][cH:17][c:18]12.[CH2:1]1[CH2:2][O:3][CH2:4][CH2:5][NH:6]1.[O:19]1[CH2:20][CH2:21][O:22][CH2:23][CH2:24]1>>[CH2:1]1[CH2:2][O:3][CH2:4][CH2:5][N:6]1[CH2:8][CH2:9][c:10]1[cH:11][nH:12][c:13]2[cH:14][cH:15][cH:16][cH:17][c:18]12. Starting materials: C(C=C)OCC=C (allyl ether). Run in ClC1=C(C=CC=C1)Cl (1,2-dichlorobenzene). The product is CC1=C(C(=CC2=C1CCO2)CC=C)O (2,3-dihydro-4-methyl-6-(propen-3-yl) 5-benzofuranol). Reaction SMILES: [CH2:1]([O:4][CH2:5][CH:6]=[CH2:7])[CH:2]=[CH2:3]>ClC1C=CC=CC=1Cl>[CH3:3][C:2]1[C:3]2[CH2:2][CH2:1][O:4][C:5]=2[CH:6]=[C:7]([CH2:7][CH:6]=[CH2:5])[C:1]=1[OH:4]. Procedure details: In a manner analogous to that described above for 2a, 36 (1.00 g, 6.66 mmol) was alkylated with allyl bromide (1.76 g, 14.6 mmol) to give the allyl ether. The allyl ether (1.23 g) was thermally rearranged in 1,2-dichlorobenzene (8 mL) at 190° C. for 3.5 hours to afford, after chromatographic purification, compound 37. Recrystallization from hexane gave an analytical sample. 37: mp 60°-61° C. Reactants: CNC1=CC=CC=C1 (N-methylaniline), CC1=CC(=NC(=N1)Cl)N1CC2=CC=CC=C2CC1 (6-methyl-4-(1,2,3,4-tetrahydroisoquinolin-2-yl)-2-chloropyrimidine). Solvent: CN(C=O)C (dimethylformamide). The product is Cl.CC1=CC(=NC(=N1)N(C)C1=CC=CC=C1)N1CC2=CC=CC=C2CC1 (6-methyl-2-(N-methylphenylamino)-4-(1,2,3,4-tetrahydroisoquinolin-2-yl)pyrimidine hydrochloride). Yield: 52.3%. As a reaction SMILES: [CH3:1][NH:2][C:3]1[CH:8]=[CH:7][CH:6]=[CH:5][CH:4]=1.[CH3:9][C:10]1[N:15]=[C:14]([Cl:16])[N:13]=[C:12]([N:17]2[CH2:26][CH2:25][C:24]3[C:19](=[CH:20][CH:21]=[CH:22][CH:23]=3)[CH2:18]2)[CH:11]=1>CN(C)C=O>[ClH:16].[CH3:9][C:10]1[N:15]=[C:14]([N:2]([C:3]2[CH:8]=[CH:7][CH:6]=[CH:5][CH:4]=2)[CH3:1])[N:13]=[C:12]([N:17]2[CH2:26][CH2:25][C:24]3[C:19](=[CH:20][CH:21]=[CH:22][CH:23]=3)[CH2:18]2)[CH:11]=1 |f:3.4|. Reported procedure: After N-methylaniline(0.61 ml, 5.48 mmol) was added to a mixture solution of 6-methyl-4-(1,2,3,4-tetrahydroisoquinolin-2-yl)-2-chloropyrimidine(0.95 g, 3.65 mmol) and dimethylformamide(10 ml), 0.7 g of the titled compound was obtained in accordance with the same procedure as in Step 2 of Example 1. Reactants: COC(=O)c1ccc(-c2nnc(CSOCCOc3ccccc3)o2)cc1, [Li+], [OH-]. Yields the product O=C(O)c1ccc(-c2nnc(CSOCCOc3ccccc3)o2)cc1. As a reaction SMILES: [CH3:1][O:2][C:3]([c:4]1[cH:5][cH:6][c:7](-[c:10]2[o:11][c:12]([CH2:15][S:16][O:17][CH2:18][CH2:19][O:20][c:21]3[cH:22][cH:23][cH:24][cH:25][cH:26]3)[n:13][n:14]2)[cH:8][cH:9]1)=[O:27].[Li+:28].[OH-:29]>>[O:2]=[C:3]([c:4]1[cH:5][cH:6][c:7](-[c:10]2[o:11][c:12]([CH2:15][S:16][O:17][CH2:18][CH2:19][O:20][c:21]3[cH:22][cH:23][cH:24][cH:25][cH:26]3)[n:13][n:14]2)[cH:8][cH:9]1)[OH:27].